describe an organic reaction: reactants, conditions, products, and yield From a dataset of the Open Reaction Database (ORD), a public repository of structured organic reaction records. Conditions: time 8 hour. Reaction SMILES: O.O.O.[CH3:4][C@H:5]1[N:10]([CH2:11][C:12]([F:15])([F:14])[F:13])[C:9](=[O:16])[C@@H:8]([NH:17][C:18]([C:20]2[CH:21]=[C:22]3[CH2:37][C@@:27]4([C:35]5[C:30](=[N:31][CH:32]=[CH:33][CH:34]=5)[NH:29][C:28]4=[O:36])[CH2:26][C:23]3=[N:24][CH:25]=2)=[O:19])[CH2:7][C@H:6]1[C:38]1[CH:43]=[CH:42][CH:41]=[CH:40][CH:39]=1>C(#N)C>[C:9](#[N:10])[CH3:8].[CH3:4][C@H:5]1[N:10]([CH2:11][C:12]([F:15])([F:13])[F:14])[C:9](=[O:16])[C@@H:8]([NH:17][C:18]([C:20]2[CH:21]=[C:22]3[CH2:37][C@@:27]4([C:35]5[C:30](=[N:31][CH:32]=[CH:33][CH:34]=5)[NH:29][C:28]4=[O:36])[CH2:26][C:23]3=[N:24][CH:25]=2)=[O:19])[CH2:7][C@H:6]1[C:38]1[CH:39]=[CH:40][CH:41]=[CH:42][CH:43]=1 |f:0.1.2.3,5.6|. The reactants are O.O.O.C[C@@H]1[C@@H](C[C@@H](C(N1CC(F)(F)F)=O)NC(=O)C=1C=C2C(=NC1)C[C@@]1(C(NC3=NC=CC=C31)=O)C2)C2=CC=CC=C2 ((S)—N-((3S,5S,6R)-6-methyl-2-oxo-5-phenyl-1-(2,2,2-trifluoroethyl)piperidine-3-yl)-2′-oxo-1′,2′,5,7-tetrahydrospiro[cyclopenta[b]pyridine-6,3′-pyrrolo[2,3-b]pyridine]-3-carboxamide trihydrate). Solvent: C(C)#N (acetonitrile), C(C)#N (acetonitrile), C(C)#N (acetonitrile). Yields the product C(C)#N.C[C@@H]1[C@@H](C[C@@H](C(N1CC(F)(F)F)=O)NC(=O)C=1C=C2C(=NC1)C[C@@]1(C(NC3=NC=CC=C31)=O)C2)C2=CC=CC=C2 ((S)—N-((3S,5S,6R)-6-methyl-2-oxo-5-phenyl-1-(2,2,2-trifluoroethyl)piperidine-3-yl)-2′-oxo-1′,2′,5,7-tetrahydrospiro[cyclopenta[b]pyridine-6,3′-pyrrolo[2,3-b]pyridine]-3-carboxamide acetonitrile). Reported procedure: (S)—N-((3S,5S,6R)-6-methyl-2-oxo-5-phenyl-1-(2,2,2-trifluoroethyl)piperidine-3-yl)-2′-oxo-1′,2′,5,7-tetrahydrospiro[cyclopenta[b]pyridine-6,3′-pyrrolo[2,3-b]pyridine]-3-carboxamide trihydrate was dissolved in acetonitrile until solution until material gelled. White solids formed out of the gel and this was suspended in additional acetonitrile and stirred overnight yielding crystalline acetonitrile solvate. The reactants are COC1=C(C(=NC=C1C)CS(=O)C1=NC2=C(N1)C=CC=C2)C (2-[[(4-Methoxy-3,5-dimethyl-2-pyridinyl)methyl]sulfinyl]-1H-benzimidazole), N,N-dimethylaminopyridine, C=O (formaldehyde). Run in C(Cl)Cl (methylene chloride). Reaction conditions: time 2 minute. Yields the product COC1=C(C(=NC=C1C)CS(=O)C1=NC2=C(N1CO)C=CC=C2)C ([2-[[(4-Methoxy-3,5-dimethyl-2-pyridinyl)methyl)sulfinyl]-1H-benzimidazol-1-yl]methanol). As a reaction SMILES: [CH3:1][O:2][C:3]1[C:8]([CH3:9])=[CH:7][N:6]=[C:5]([CH2:10][S:11]([C:13]2[NH:17][C:16]3[CH:18]=[CH:19][CH:20]=[CH:21][C:15]=3[N:14]=2)=[O:12])[C:4]=1[CH3:22].[CH2:23]=[O:24]>C(Cl)Cl>[CH3:1][O:2][C:3]1[C:8]([CH3:9])=[CH:7][N:6]=[C:5]([CH2:10][S:11]([C:13]2[N:14]([CH2:23][OH:24])[C:15]3[CH:21]=[CH:20][CH:19]=[CH:18][C:16]=3[N:17]=2)=[O:12])[C:4]=1[CH3:22]. Procedure: 2-[[(4-Methoxy-3,5-dimethyl-2-pyridinyl)methyl]sulfinyl]-1H-benzimidazole (3.15 g, 10 mmoles) and N,N-dimethylaminopyridine (120 mg, 1 mmol) was dissolved in methylene chloride (50 ml). A solution of formaldehyde (5M, 10 ml, 50 mmol) was added and the mixture was stirred violently for 2 minutes. The phases were separated and the methylene chloride solution was dried (sodium sulphate), filtered and evaporated to dryness. The slightly red residue was the title compound as an essentially pure oil.